From a dataset of the Open Reaction Database (ORD), a public repository of structured organic reaction records. describe an organic reaction: reactants, conditions, products, and yield Reaction SMILES: C([O:5][C:6](=[O:36])[C@H:7]([CH3:35])[NH:8][C@H:9]([C:30]([O:32][CH2:33][CH3:34])=[O:31])[CH2:10][CH2:11][CH2:12][CH2:13][CH:14]1[CH2:19][CH2:18][N:17]([C:20]([O:22][CH2:23][C:24]2[CH:29]=[CH:28][CH:27]=[CH:26][CH:25]=2)=[O:21])[CH2:16][CH2:15]1)(C)(C)C.C(OCC)(=O)C.[ClH:43]>>[ClH:43].[CH2:23]([O:22][C:20]([N:17]1[CH2:18][CH2:19][CH:14]([CH2:13][CH2:12][CH2:11][CH2:10][C@H:9]([NH:8][C@H:7]([C:6]([OH:36])=[O:5])[CH3:35])[C:30]([O:32][CH2:33][CH3:34])=[O:31])[CH2:15][CH2:16]1)=[O:21])[C:24]1[CH:25]=[CH:26][CH:27]=[CH:28][CH:29]=1 |f:1.2,3.4|. Product: Cl.C(C1=CC=CC=C1)OC(=O)N1CCC(CC1)CCCC[C@@H](C(=O)OCC)N[C@@H](C)C(=O)O (N-[(S)-5-(1-benzyloxycarbonyl-4-piperidyl)-1-ethoxycarbonylpentyl]-L-alanine.hydrochloride). Run at time 5 hour. Starting materials: C(C)(C)(C)OC([C@@H](N[C@@H](CCCCC1CCN(CC1)C(=O)OCC1=CC=CC=C1)C(=O)OCC)C)=O (N-[(S)-5-(1-benzyloxycarbonyl-4-piperidyl)-1-ethoxycarbonylpentyl]-L-alanine tert-butyl ester), C(C)(=O)OCC.Cl (hydrogen chloride-ethyl acetate). Procedure details: In 30 ml of 5N hydrogen chloride-ethyl acetate solution is dissolved 1.5 g of N-[(S)-5-(1-benzyloxycarbonyl-4-piperidyl)-1-ethoxycarbonylpentyl]-L-alanine tert-butyl ester, and the solution is allowed to stand at room temperature for 5 hours. The reaction solution is concentrated to dryness under reduced pressure, and the residue is rinsed with ethyl ether and dried under reduced pressure to give 1.15 g of N-[(S)-5-(1-benzyloxycarbonyl-4-piperidyl)-1-ethoxycarbonylpentyl]-L-alanine.hydrochloride... Starting materials: CS(C)=O, CO, COC(=O)C(C)(C)C(c1ccccc1)c1ccc2c(cnn2C2CCCCCC2)c1, [Na+], [OH-]. Product: CC(C)(C(=O)O)C(c1ccccc1)c1ccc2c(cnn2C2CCCCCC2)c1. Reaction SMILES: [CH3:33][S:34]([CH3:35])=[O:36].[CH3:37][OH:38].[CH:1]1([n:8]2[n:9][cH:10][c:11]3[cH:12][c:13]([CH:17]([C:18]([C:19](=[O:20])[O:21][CH3:22])([CH3:23])[CH3:24])[c:25]4[cH:26][cH:27][cH:28][cH:29][cH:30]4)[cH:14][cH:15][c:16]23)[CH2:2][CH2:3][CH2:4][CH2:5][CH2:6][CH2:7]1.[Na+:32].[OH-:31]>>[CH:1]1([n:8]2[n:9][cH:10][c:11]3[cH:12][c:13]([CH:17]([C:18]([C:19](=[O:20])[OH:21])([CH3:23])[CH3:24])[c:25]4[cH:26][cH:27][cH:28][cH:29][cH:30]4)[cH:14][cH:15][c:16]23)[CH2:2][CH2:3][CH2:4][CH2:5][CH2:6][CH2:7]1. The reactants are O (water), N1C=CC2=CC=CC=C12 (Indole), Cl.C(#N)C1=CC=C(CN2C=NC=C2CCl)C=C1 (1-(4-cyanobenzyl)-5-(chloromethyl)imidazole hydrochloride), [H-].[Na+] (NaH). Run in C(Cl)(Cl)Cl (CHCl3), CO (MeOH), CCOCC (ether), CN(C)C=O (DMF). Reaction conditions: time 16 hour. Yields the product C(#N)C1=CC=C(CN2C=NC=C2CN2C=CC3=CC=CC=C23)C=C1 (1-(1-(4-cyanobenzyl)-5-imidazolylmethyl) indole). RXN SMILES: [NH:1]1[C:9]2[C:4](=[CH:5][CH:6]=[CH:7][CH:8]=2)[CH:3]=[CH:2]1.[H-].[Na+].Cl.[C:13]([C:15]1[CH:28]=[CH:27][C:18]([CH2:19][N:20]2[C:24]([CH2:25]Cl)=[CH:23][N:22]=[CH:21]2)=[CH:17][CH:16]=1)#[N:14].O>CN(C=O)C.C(Cl)(Cl)Cl.CCOCC.CO>[C:13]([C:15]1[CH:16]=[CH:17][C:18]([CH2:19][N:20]2[C:24]([CH2:25][N:1]3[C:9]4[C:4](=[CH:5][CH:6]=[CH:7][CH:8]=4)[CH:3]=[CH:2]3)=[CH:23][N:22]=[CH:21]2)=[CH:27][CH:28]=1)#[N:14] |f:1.2,3.4|. Procedure: Indole (117 mg, 1.0 mmol) dissolved in DMF (15 mL) was treated with NaH (48 mg, 2 mmol) and stirred for 30 minutes before the addition of the chloride from Step 1 (268 mg, 1 mmol). The mixture was stirred for 16 h, poured into water, extracted with EtOAc (3×), washed with aqueous NaHCO3 then brine, dried and evaporated to give an oil. Chromatography of this oil (silica gel; 2.5% MeOH in CHCl3) gave an oil which solidified when stirred in ether. Filtration afforded the title product as an off-whi... Starting materials: CI, Cc1nc(Cc2ccccc2N=C=S)n[nH]1, [H-], [Na+], C1CCOC1, O. The product is CSC1=Nc2ccccc2Cc2nc(C)nn21. Reaction SMILES: [CH3:19][I:20].[CH3:3][c:4]1[n:5][c:6]([CH2:9][c:10]2[c:11]([N:16]=[C:17]=[S:18])[cH:12][cH:13][cH:14][cH:15]2)[n:7][nH:8]1.[H-:1].[Na+:2].[O:22]1[CH2:23][CH2:24][CH2:25][CH2:26]1.[OH2:21]>>[CH3:3][c:4]1[n:5][c:6]2[n:7]([n:8]1)[C:17]([S:18][CH3:19])=[N:16][c:11]1[c:10]([cH:15][cH:14][cH:13][cH:12]1)[CH2:9]2. Starting materials: C1CCOC1, CS(=O)(=O)c1ccc(-n2ncc3c(Cl)ncnc32)cc1, O=C(c1cccc(F)c1)N1CCC(O)CC1, [H-], [Na+]. Product: CS(=O)(=O)c1ccc(-n2ncc3c(OC4CCN(C(=O)c5cccc(F)c5)CC4)ncnc32)cc1. As a reaction SMILES: [CH2:39]1[O:40][CH2:41][CH2:42][CH2:43]1.[Cl:19][c:20]1[c:21]2[c:22]([n:23][cH:24][n:25]1)[n:26](-[c:29]1[cH:30][cH:31][c:32]([S:35](=[O:36])(=[O:37])[CH3:38])[cH:33][cH:34]1)[n:27][cH:28]2.[F:3][c:4]1[cH:5][c:6]([C:10](=[O:11])[N:12]2[CH2:13][CH2:14][CH:15]([OH:18])[CH2:16][CH2:17]2)[cH:7][cH:8][cH:9]1.[H-:1].[Na+:2]>>[F:3][c:4]1[cH:5][c:6]([C:10](=[O:11])[N:12]2[CH2:13][CH2:14][CH:15]([O:18][c:20]3[c:21]4[c:22]([n:23][cH:24][n:25]3)[n:26](-[c:29]3[cH:30][cH:31][c:32]([S:35](=[O:36])(=[O:37])[CH3:38])[cH:33][cH:34]3)[n:27][cH:28]4)[CH2:16][CH2:17]2)[cH:7][cH:8][cH:9]1. Starting materials: Cc1ccc(N2CCNCC2)nc1, CC(C)C1COC(=O)N1c1ccc(C(=O)O)cc1. Yields the product Cc1ccc(N2CCN(C(=O)c3ccc(N4C(=O)OCC4C(C)C)cc3)CC2)nc1. RXN SMILES: [CH3:19][c:20]1[cH:21][cH:22][c:23]([N:26]2[CH2:27][CH2:28][NH:29][CH2:30][CH2:31]2)[n:24][cH:25]1.[CH:1]([CH3:2])([CH3:3])[CH:4]1[N:5]([c:10]2[cH:11][cH:12][c:13]([C:14](=[O:15])[OH:16])[cH:17][cH:18]2)[C:6](=[O:9])[O:7][CH2:8]1>>[CH:1]([CH3:2])([CH3:3])[CH:4]1[N:5]([c:10]2[cH:11][cH:12][c:13]([C:14](=[O:16])[N:29]3[CH2:28][CH2:27][N:26]([c:23]4[cH:22][cH:21][c:20]([CH3:19])[cH:25][n:24]4)[CH2:31][CH2:30]3)[cH:17][cH:18]2)[C:6](=[O:9])[O:7][CH2:8]1.